From a dataset of the Open Reaction Database (ORD), a public repository of structured organic reaction records. describe an organic reaction: reactants, conditions, products, and yield Starting materials: C1CCOC1, CO, CCOC(=O)c1ccc(OCCc2c(CCNS(=O)(=O)Cc3ccccc3Cl)n(C(c3ccccc3)c3ccccc3)c3ccc(Cl)cc23)cc1F, [Na+], [OH-]. The product is O=C(O)c1ccc(OCCc2c(CCNS(=O)(=O)Cc3ccccc3Cl)n(C(c3ccccc3)c3ccccc3)c3ccc(Cl)cc23)cc1F. Reaction SMILES: [CH2:53]1[O:54][CH2:55][CH2:56][CH2:57]1.[CH3:60][OH:61].[CH:1]([c:2]1[cH:3][cH:4][cH:5][cH:6][cH:7]1)([c:8]1[cH:9][cH:10][cH:11][cH:12][cH:13]1)[n:14]1[c:15]([CH2:39][CH2:40][NH:41][S:42](=[O:43])(=[O:44])[CH2:45][c:46]2[c:47]([Cl:52])[cH:48][cH:49][cH:50][cH:51]2)[c:16]([CH2:24][CH2:25][O:26][c:27]2[cH:28][c:29]([F:38])[c:30]([C:31](=[O:32])[O:33][CH2:34][CH3:35])[cH:36][cH:37]2)[c:17]2[cH:18][c:19]([Cl:23])[cH:20][cH:21][c:22]12.[Na+:59].[OH-:58]>>[CH:1]([c:2]1[cH:3][cH:4][cH:5][cH:6][cH:7]1)([c:8]1[cH:9][cH:10][cH:11][cH:12][cH:13]1)[n:14]1[c:15]([CH2:39][CH2:40][NH:41][S:42](=[O:43])(=[O:44])[CH2:45][c:46]2[c:47]([Cl:52])[cH:48][cH:49][cH:50][cH:51]2)[c:16]([CH2:24][CH2:25][O:26][c:27]2[cH:28][c:29]([F:38])[c:30]([C:31](=[O:32])[OH:33])[cH:36][cH:37]2)[c:17]2[cH:18][c:19]([Cl:23])[cH:20][cH:21][c:22]12. Starting materials: [N+](=O)([O-])C=1C=C(NC1)C(=O)OC (methyl 4-nitro-2-pyrrolecarboxylate), IC (iodomethane). Yields the product CN1C(=CC(=C1)[N+](=O)[O-])C(=O)OC (methyl N-methyl-4-nitro-2-pyrrolecarboxylate). Isolated yield 89.0%. As a reaction SMILES: [N+:1]([C:4]1[CH:5]=[C:6]([C:9]([O:11][CH3:12])=[O:10])[NH:7][CH:8]=1)([O-:3])=[O:2].I[CH3:14]>>[CH3:14][N:7]1[CH:8]=[C:4]([N+:1]([O-:3])=[O:2])[CH:5]=[C:6]1[C:9]([O:11][CH3:12])=[O:10]. Procedure details: Following the basic procedure of Example 25(d), by reacting 2.9 g (17 mmol) of methyl 4-nitro-2-pyrrolecarboxylate with 1.1 ml of iodomethane, 2.8 g (89%) of the expected compound of melting point 122°-124° C. were obtained. Starting materials: C(C)O (ethanol), [Na] (sodium), CC=1C=C2CN(C(C2=CC1)=O)C(COS(=O)(=O)C)C1=CC=CC=C1 (methanesulfonic acid 2-(5-methyl-1-oxo-1,3-dihydro-isoindol-2-yl)-2-phenyl-ethyl ester), C(C)O (ethanol), O (water). Reaction conditions: time 6 hour. Yields the product CC=1C=C2CN(C(C2=CC1)=O)CC=CC1=CC=CC=C1 (5-Methyl-2-(phenyl-allyl)-2,3-dihydro-isoindol-1-one). Reaction SMILES: [Na].[CH3:2][C:3]1[CH:4]=[C:5]2[C:9](=[CH:10][CH:11]=1)[C:8](=[O:12])[N:7]([CH:13]([C:20]1[CH:25]=[CH:24][CH:23]=[CH:22][CH:21]=1)COS(C)(=O)=O)[CH2:6]2.O.[CH2:27](O)[CH3:28]>>[CH3:2][C:3]1[CH:4]=[C:5]2[C:9](=[CH:10][CH:11]=1)[C:8](=[O:12])[N:7]([CH2:13][CH:20]=[CH:25][C:24]1[CH:23]=[CH:22][CH:21]=[CH:28][CH:27]=1)[CH2:6]2 |^1:0|. Procedure details: Under argon sodium metal (0.58 g, 24.37 mmol) was slowly added to anhydrous ethanol. After all the sodium was reacted methanesulfonic acid 2-(5-methyl-1-oxo-1,3-dihydro-isoindol-2-yl)-2-phenyl-ethyl ester (5.61 g, 16.25 mmol) dissolved in ethanol was added to the reaction mixture and the solution was stirred for 6 h at room temp. The reaction was poured into water and the aqueous layer was extracted three times with ethyl acetate. The combined organic layers were washed with brine and dried over... The reactants are Cc1c(C)c2c(c(C)c1O)C(CBr)C(C)(C)O2, CN1CCNCC1, CC#N, Oc1ccccc1. Product: Cc1c(C)c2c(c(C)c1O)C(CN1CCN(C)CC1)C(C)(C)O2. Reaction SMILES: [Br:1][CH2:2][CH:3]1[C:4]([CH3:16])([CH3:17])[O:5][c:6]2[c:7]1[c:8]([CH3:15])[c:9]([OH:14])[c:10]([CH3:13])[c:11]2[CH3:12].[CH3:25][N:26]1[CH2:27][CH2:28][NH:29][CH2:30][CH2:31]1.[CH3:32][C:33]#[N:34].[OH:18][c:19]1[cH:20][cH:21][cH:22][cH:23][cH:24]1>>[CH2:2]([CH:3]1[C:4]([CH3:16])([CH3:17])[O:5][c:6]2[c:7]1[c:8]([CH3:15])[c:9]([OH:14])[c:10]([CH3:13])[c:11]2[CH3:12])[N:29]1[CH2:28][CH2:27][N:26]([CH3:25])[CH2:31][CH2:30]1. Reactants: CO, Clc1ccc2[nH]ccc2c1, Cl, [K+], O=C1CCNCC1, [OH-], O. The product is Clc1ccc2[nH]cc(C3=CCNCC3)c2c1. RXN SMILES: [CH3:22][OH:23].[Cl:3][c:4]1[cH:5][c:6]2[cH:7][cH:8][nH:9][c:10]2[cH:11][cH:12]1.[ClH:13].[K+:2].[NH:14]1[CH2:15][CH2:16][C:17](=[O:20])[CH2:18][CH2:19]1.[OH-:1].[OH2:21]>>[Cl:3][c:4]1[cH:5][c:6]2[c:7]([C:17]3=[CH:16][CH2:15][NH:14][CH2:19][CH2:18]3)[cH:8][nH:9][c:10]2[cH:11][cH:12]1.